Task: describe an organic reaction: reactants, conditions, products, and yield. Dataset: the Open Reaction Database (ORD), a public repository of structured organic reaction records The reactants are BrC=1C=NN(C1)CO (4-bromo-1H-pyrazole-1-ylmethanol), S(=O)(Cl)Cl (thionyl chloride). The solvent is ClCCl (dichloromethane). Reaction conditions: time 8 hour. Product: Cl.BrC=1C=NN(C1)CCl (4-bromo-1-(chloromethyl)-1H-pyrazole hydrochloride). As a reaction SMILES: [Br:1][C:2]1[CH:3]=[N:4][N:5]([CH2:7]O)[CH:6]=1.S(Cl)([Cl:11])=O>ClCCl>[ClH:11].[Br:1][C:2]1[CH:3]=[N:4][N:5]([CH2:7][Cl:11])[CH:6]=1 |f:3.4|. Procedure: 2.97 g of 4-bromo-1H-pyrazole-1-ylmethanol was dissolved to 100ml of dichloromethane. 5 ml of thionyl chloride was added to the solution, followed by stirring at room temperature for overnight. The reaction mixture was concentrated under reduced pressure to obtain 3.27 g of 4-bromo-1-(chloromethyl)-1H-pyrazole hydrochloride.